From a dataset of the Open Reaction Database (ORD), a public repository of structured organic reaction records. describe an organic reaction: reactants, conditions, products, and yield Procedure details: A solution of 4-({[2-methyl-3-(trifluoromethyl)phenyl]methyl}amino)-2-(4-morpholinyl)-1,3-thiazole-5-carboxamide (300 mg, 0.749 mmol), 2-chloro-2-oxoethyl acetate (0.201 mL, 1.873 mmol) in Tetrahydrofuran (THF) (6 mL) was charged into a sealed tube under 0 C. The mixture was warmed up to RT gradually. The reaction was stirred at RT for overnight. The mixture was partitioned between DCM and NaCl, the organic layer was concentrated and the residue was purified on silica column (5% MeOH/DCM) to giv... As a reaction SMILES: [CH3:1][C:2]1[C:7]([C:8]([F:11])([F:10])[F:9])=[CH:6][CH:5]=[CH:4][C:3]=1[CH2:12][NH:13][C:14]1[N:15]=[C:16]([N:22]2[CH2:27][CH2:26][O:25][CH2:24][CH2:23]2)[S:17][C:18]=1[C:19]([NH2:21])=[O:20].[C:28]([O:31][CH2:32][C:33](Cl)=O)(=[O:30])[CH3:29]>O1CCCC1>[C:28]([O:31][CH2:32][C:33]1[N:13]([CH2:12][C:3]2[CH:4]=[CH:5][CH:6]=[C:7]([C:8]([F:9])([F:10])[F:11])[C:2]=2[CH3:1])[C:14]2[N:15]=[C:16]([N:22]3[CH2:23][CH2:24][O:25][CH2:26][CH2:27]3)[S:17][C:18]=2[C:19](=[O:20])[N:21]=1)(=[O:30])[CH3:29]. Run at time 8 hour. The product is C(C)(=O)OCC1=NC(C2=C(N1CC1=C(C(=CC=C1)C(F)(F)F)C)N=C(S2)N2CCOCC2)=O ([4-{[2-methyl-3-(trifluoromethyl)phenyl]methyl}-2-(4-morpholinyl)-7-oxo-4,7-dihydro[1,3]thiazolo[4,5-d]pyrimidin-5-yl]methyl acetate). Starting materials: CC1=C(C=CC=C1C(F)(F)F)CNC=1N=C(SC1C(=O)N)N1CCOCC1 (4-({[2-methyl-3-(trifluoromethyl)phenyl]methyl}amino)-2-(4-morpholinyl)-1,3-thiazole-5-carboxamide), C(C)(=O)OCC(=O)Cl (2-chloro-2-oxoethyl acetate). The solvent is O1CCCC1 (Tetrahydrofuran). Yield: 22.1%. Reactants: BrC(Br)(Br)Br, Nc1ncnn2c(CCCCO)cc(-c3ccc4cn(Cc5ccccc5)nc4c3)c12, C1CCOC1, c1ccc(P(c2ccccc2)c2ccccc2)cc1. Product: Nc1ncnn2c(CCCCBr)cc(-c3ccc4cn(Cc5ccccc5)nc4c3)c12. As a reaction SMILES: [C:51]([Br:52])([Br:53])([Br:54])[Br:55].[NH2:1][c:2]1[n:3][cH:4][n:5][n:6]2[c:7]1[c:8](-[c:16]1[cH:17][cH:18][c:19]3[cH:20][n:21]([CH2:25][c:26]4[cH:27][cH:28][cH:29][cH:30][cH:31]4)[n:22][c:23]3[cH:24]1)[cH:9][c:10]2[CH2:11][CH2:12][CH2:13][CH2:14][OH:15].[O:56]1[CH2:57][CH2:58][CH2:59][CH2:60]1.[c:32]1([P:33]([c:34]2[cH:35][cH:36][cH:37][cH:38][cH:39]2)[c:40]2[cH:41][cH:42][cH:43][cH:44][cH:45]2)[cH:46][cH:47][cH:48][cH:49][cH:50]1>>[NH2:1][c:2]1[n:3][cH:4][n:5][n:6]2[c:7]1[c:8](-[c:16]1[cH:17][cH:18][c:19]3[cH:20][n:21]([CH2:25][c:26]4[cH:27][cH:28][cH:29][cH:30][cH:31]4)[n:22][c:23]3[cH:24]1)[cH:9][c:10]2[CH2:11][CH2:12][CH2:13][CH2:14][Br:52]. Reactants: Cc1c(Cl)cccc1S(=O)(=O)Nc1nc(CCBr)cs1, Cl, [H-], [Na+], C1CCOC1, Oc1cccnc1. The product is C=Cc1csc(NS(=O)(=O)c2cccc(Cl)c2C)n1. RXN SMILES: [Br:3][CH2:4][CH2:5][c:6]1[n:7][c:8]([NH:11][S:12](=[O:13])(=[O:14])[c:15]2[c:16]([CH3:22])[c:17]([Cl:21])[cH:18][cH:19][cH:20]2)[s:9][cH:10]1.[ClH:30].[H-:1].[Na+:2].[O:31]1[CH2:32][CH2:33][CH2:34][CH2:35]1.[OH:23][c:24]1[cH:25][n:26][cH:27][cH:28][cH:29]1>>[CH2:4]=[CH:5][c:6]1[n:7][c:8]([NH:11][S:12](=[O:13])(=[O:14])[c:15]2[c:16]([CH3:22])[c:17]([Cl:21])[cH:18][cH:19][cH:20]2)[s:9][cH:10]1. Starting materials: C(C)(=O)NC1=C(C=C(C=C1)C(=O)OC)CC(=O)OCC (ethyl α-(2-acetylamino-5-methoxycarbonylphenyl)acetate), [OH-].[Na+] (sodium hydroxide). The solvent is CO (methanol). Conditions: time 1 hour. Product: C(C)(=O)NC1=C(C=C(C=C1)C(=O)OC)CC(=O)O (α-(2-acetylamino-5-methoxycarbonylphenyl)acetic acid). Yield: 61.0%. As a reaction SMILES: [C:1]([NH:4][C:5]1[CH:10]=[CH:9][C:8]([C:11]([O:13][CH3:14])=[O:12])=[CH:7][C:6]=1[CH2:15][C:16]([O:18]CC)=[O:17])(=[O:3])[CH3:2].[OH-].[Na+]>CO>[C:1]([NH:4][C:5]1[CH:10]=[CH:9][C:8]([C:11]([O:13][CH3:14])=[O:12])=[CH:7][C:6]=1[CH2:15][C:16]([OH:18])=[O:17])(=[O:3])[CH3:2] |f:1.2|. Procedure: To a mixture of ethyl α-(2-acetylamino-5-methoxycarbonylphenyl)acetate (4.18 g, 0.015 mol) in methanol (60 mL), 1N sodium hydroxide (15.0 mL, 0.015 mol) was added over a period of 10 min. The mixture was stirred at room temperature for 1 h. After dilution with water (50 mL), the mixture was filtered and the filtrate neutralized with concentrated hydrochloric acid. The precipitate obtained was collected by filtration and washed with water. The cake was recrystallized from ethyl acetate and dried ... The reactants are N#CC(O)c1cccc(Oc2ccccc2)c1, CC1(C)C(C=CC(=O)O)C1C(=O)OC(C#N)c1cccc(Oc2ccccc2)c1, OCC(Cl)(Cl)Cl, c1ccccc1. Yields the product CC1(C)C(C=CC(=O)OCC(Cl)(Cl)Cl)C1C(=O)OC(C#N)c1cccc(Oc2ccccc2)c1. Reaction SMILES: [C:36]([CH:37]([OH:38])[c:39]1[cH:40][cH:41][cH:42][c:43]([O:44][c:45]2[cH:46][cH:47][cH:48][cH:49][cH:50]2)[cH:51]1)#[N:52].[CH3:1][C:2]1([CH3:29])[CH:3]([C:10](=[O:11])[O:12][CH:13]([c:14]2[cH:15][c:16]([O:20][c:21]3[cH:22][cH:23][cH:24][cH:25][cH:26]3)[cH:17][cH:18][cH:19]2)[C:27]#[N:28])[CH:4]1[CH:5]=[CH:6][C:7](=[O:8])[OH:9].[OH:30][CH2:31][C:32]([Cl:33])([Cl:34])[Cl:35].[cH:53]1[cH:54][cH:55][cH:56][cH:57][cH:58]1>>[CH3:1][C:2]1([CH3:29])[CH:3]([C:10](=[O:11])[O:12][CH:13]([c:14]2[cH:15][c:16]([O:20][c:21]3[cH:22][cH:23][cH:24][cH:25][cH:26]3)[cH:17][cH:18][cH:19]2)[C:27]#[N:28])[CH:4]1[CH:5]=[CH:6][C:7]([O:8][CH2:31][C:32]([Cl:33])([Cl:34])[Cl:35])=[O:9].